The task is: describe an organic reaction: reactants, conditions, products, and yield. This data is from the Open Reaction Database (ORD), a public repository of structured organic reaction records. Solvent: O (water). Isolated yield 1550.6%. Reaction SMILES: C(O[C:6]([NH:8][C@H:9]1[C@H:14]([OH:15])[C@H:13]([OH:16])[C@@H:12]2[O:17][C@@H:11]2[C@@H:10]1[C:18]1[C:19](C(OC)=O)=[C:20]([O:27]CC2C=CC=CC=2)[C:21]2[O:25][CH2:24][O:23][C:22]=2[CH:26]=1)=[O:7])(C)(C)C.C([O-])(=[O:46])C1C=CC=CC=1.[Na+]>O>[CH:26]1[C:18]2[C@H:10]3[C@@H:11]([OH:46])[C@H:12]([OH:17])[C@@H:13]([OH:16])[C@@H:14]([OH:15])[C@@H:9]3[NH:8][C:6](=[O:7])[C:19]=2[C:20]([OH:27])=[C:21]2[O:25][CH2:24][O:23][C:22]=12 |f:1.2|. Reactants: C(C)(C)(C)OC(=O)N[C@@H]1[C@H]([C@@H]2[C@H]([C@H]([C@H]1O)O)O2)C=2C(=C(C1=C(OCO1)C2)OCC2=CC=CC=C2)C(=O)OC (Methyl 6-[(1R,2R,3S, 4S,5S,6R)-2-(tert-butyloxycarbonylamino)-5,6-epoxy-3,4-dihydroxycyclohex-1-yl]-4-(phenylmethoxy)-1,3-benzodioxole-5-carboxylate), C(C1=CC=CC=C1)(=O)[O-].[Na+] (sodium benzoate). Conditions: temperature 100 celsius, time 6 day. Yields the product C=1C2=C(C(=C3C1OCO3)O)C(=O)N[C@@H]4[C@@H]2[C@H]([C@@H]([C@H]([C@H]4O)O)O)O (pancratistatin). Procedure: A suspension of epoxide 16 (109 mg, 0.21 mmol) and sodium benzoate (1 mg) in water (8 ml) was stirred at 100° C. for 6 days. The mixture was then concentrated and subjected to chromatography (CHCl3 /CH3OH, 4:1) to afford 35 mg (51%) of pancratistatin. 1H NMR (400 MHz, DMSO-d6) ε 13.06 (s, 1H), 7.51 (s, 1H), 6.48 (s, 1H), 6.05 (d, J=1.0 Hz, 1H), 6.02 (d, J=1.0 Hz, 1H), 5.35 (bs, 1H), 5.04 (bs, 2H), 4.84 (bs, 1H), 4.27 (bs, 1H), 3.95 (bs, 1H), 3.84 (bs, 1H), 3.74 (m, 2H), 2.96 (d, J=11.5 Hz, 1H). Reactants: CC(C)(C)c1ccc(Br)cc1, CC(=O)O, O=[N+]([O-])O, O=S(=O)(O)O. The product is CC(C)(C)c1ccc(Br)c([N+](=O)[O-])c1. Reaction SMILES: [Br:1][c:2]1[cH:3][cH:4][c:5]([C:8]([CH3:9])([CH3:10])[CH3:11])[cH:6][cH:7]1.[CH3:21][C:22](=[O:23])[OH:24].[OH:12][N+:13]([O-:14])=[O:15].[S:16](=[O:17])(=[O:18])([OH:19])[OH:20]>>[Br:1][c:2]1[c:3]([N+:13](=[O:12])[O-:14])[cH:4][c:5]([C:8]([CH3:9])([CH3:10])[CH3:11])[cH:6][cH:7]1. Starting materials: COC(C)N1C=CC2=CC=CC=C12 (1-(1-methoxyethyl)indole), C(C(=O)Cl)(=O)Cl (oxalyl chloride). Run in C(C)OCC (diethyl ether). Run at temperature 0 celsius, time 5 hour. The product is COC(C)N1C=C(C2=CC=CC=C12)C(C(=O)Cl)=O ([1-(1-methoxy-ethyl)-1H-indol-3-yl]-oxo-acetyl chloride). The yield is 31.1%. As a reaction SMILES: [CH3:1][O:2][CH:3]([N:5]1[C:13]2[C:8](=[CH:9][CH:10]=[CH:11][CH:12]=2)[CH:7]=[CH:6]1)[CH3:4].[C:14](Cl)(=[O:18])[C:15]([Cl:17])=[O:16]>C(OCC)C>[CH3:1][O:2][CH:3]([N:5]1[C:13]2[C:8](=[CH:9][CH:10]=[CH:11][CH:12]=2)[C:7]([C:14](=[O:18])[C:15]([Cl:17])=[O:16])=[CH:6]1)[CH3:4]. Procedure: To a solution of 1-(1-methoxyethyl)indole (4 gm, 23 mmol) (prepared as in step a) above) in anhydrous diethyl ether at 0° C. was added oxalyl chloride (4.2 mL, 48 mmol) over 5 minutes. The resulting slurry was stirred at 0° C. for 5 hours, and filtered to afford 1.9 gm of [1-(1-methoxy-ethyl)-1H-indol-3-yl]-oxo-acetyl chloride. (Yield 31%). The material was used without further purification.